Dataset: the Open Reaction Database (ORD), a public repository of structured organic reaction records. Task: describe an organic reaction: reactants, conditions, products, and yield The reactants are C(C)(C)(C)[C@H]1CC[C@H](CC1)NC(=O)C1=CC(=NN1CC1=NC=C(C(=O)O)C=C1)C1=CC(=C(C=C1)Cl)Cl (6-{[5-{[(cis-4-tert-butylcyclohexyl)amino]carbonyl}-3-(3,4-dichlorophenyl)-1H-pyrazol-1-yl]methyl}nicotinic acid), C1=CC2=C(N=C1)N(N=N2)O (HOAt), C(C)(C)(C)OC(CCN)=O (β-alanine-tert-butyl ester), CCN(C(C)C)C(C)C (DIEA), C(CCl)Cl (EDC), C(=O)(C(F)(F)F)O (TFA). Run in C(C)(=O)OCC (ethyl acetate), C(Cl)Cl (DCM), CN(C)C=O (DMF). Product: C(C)(C)(C)[C@H]1CC[C@H](CC1)NC(=O)C1=CC(=NN1CC1=CC=C(C=N1)C(=O)NCCC(=O)O)C1=CC(=C(C=C1)Cl)Cl (N-[(6-{[5-{[(cis-4-tert-butylcyclohexyl)amino]carbonyl}-3-(3,4-dichlorophenyl)-1H-pyrazol-1-yl]methyl}pyridin-3-yl)carbonyl]-β-alanine). Reaction SMILES: [C:1]([C@@H:5]1[CH2:10][CH2:9][C@H:8]([NH:11][C:12]([C:14]2[N:18]([CH2:19][C:20]3[CH:28]=[CH:27][C:23](C(O)=O)=[CH:22][N:21]=3)[N:17]=[C:16]([C:29]3[CH:34]=[CH:33][C:32]([Cl:35])=[C:31]([Cl:36])[CH:30]=3)[CH:15]=2)=[O:13])[CH2:7][CH2:6]1)([CH3:4])([CH3:3])[CH3:2].C1C=NC2N(O)N=NC=2C=1.C([O:51][C:52](=[O:56])[CH2:53][CH2:54][NH2:55])(C)(C)C.CCN(C(C)C)C(C)C.C(Cl)CCl.[C:70](O)(C(F)(F)F)=[O:71]>CN(C=O)C.C(OCC)(=O)C.C(Cl)Cl>[C:1]([C@@H:5]1[CH2:10][CH2:9][C@H:8]([NH:11][C:12]([C:14]2[N:18]([CH2:19][C:20]3[N:21]=[CH:22][C:23]([C:70]([NH:55][CH2:54][CH2:53][C:52]([OH:51])=[O:56])=[O:71])=[CH:27][CH:28]=3)[N:17]=[C:16]([C:29]3[CH:34]=[CH:33][C:32]([Cl:35])=[C:31]([Cl:36])[CH:30]=3)[CH:15]=2)=[O:13])[CH2:7][CH2:6]1)([CH3:2])([CH3:4])[CH3:3]. Procedure details: To a solution of the intermediate from step H (65 mg, 0.122 mmol) in DMF (2 mL) was added HOAt (25 mg, 0.184 mmol), β-alanine-tert-butyl ester (34 mg, 0.184 mmol), DIEA (64 μL, 0.37 mmol) and EDC (36 mg, 0.184 mmol). After stirring the reaction at room temperature for 18 hours, the reaction was diluted with ethyl acetate and washed with 1N HCl , saturated NaHCO3 and saturated NaCl solution. The organic layer was dried over anhydrous Na2SO4 filtered and concentrated in vacuo. The residue was puri... Product: COC(=O)c1sccc1Nc1ccc(F)cc1[N+](=O)[O-]. RXN SMILES: [F:1][c:2]1[c:3]([N+:9](=[O:10])[O-:11])[cH:4][c:5]([F:8])[cH:6][cH:7]1.[NH2:12][c:13]1[c:14]([C:18](=[O:19])[O:20][CH3:21])[s:15][cH:16][cH:17]1.[cH:22]1[cH:23][cH:24][cH:25][cH:26][cH:27]1>>[c:2]1([NH:12][c:13]2[c:14]([C:18](=[O:19])[O:20][CH3:21])[s:15][cH:16][cH:17]2)[c:3]([N+:9](=[O:10])[O-:11])[cH:4][c:5]([F:8])[cH:6][cH:7]1. Starting materials: O=[N+]([O-])c1cc(F)ccc1F, COC(=O)c1sccc1N, c1ccccc1. Solvent: CN(C=O)C (N,N-dimethylformamide). Conditions: temperature 0 celsius, time 3 hour. Reaction SMILES: C[O-].[Na+].Cl[C:5]1[O:9][N:8]=[C:7]([C:10]2[N:14]3[N:15]=[C:16]([OH:23])[C:17]4[C:22]([C:13]3=[N:12][N:11]=2)=[CH:21][CH:20]=[CH:19][CH:18]=4)[CH:6]=1.FC1C=CC(F)=C2C=1C(OCC1C=CC=CN=1)=NN1C(C3C=[C:42](C)[O:41]N=3)=NN=C12.O>CN(C)C=O>[OH:23][C:16]1[C:17]2[C:22](=[CH:21][CH:20]=[CH:19][CH:18]=2)[C:13]2=[N:12][N:11]=[C:10]([C:7]3[CH:6]=[C:5]([O:41][CH3:42])[O:9][N:8]=3)[N:14]2[N:15]=1 |f:0.1|. Yields the product OC1=NN2C(C3=CC=CC=C13)=NN=C2C2=NOC(=C2)OC (6-hydroxy-3(5-methoxyisoxazol-3-yl)-1,2,4-triazolo[3,4-a]phthalazine). Procedure: Sodium methoxide (165 mg, 0.3 mmol) was added to a stirred suspension of 3-(5-chloroisoxazol-3-yl)-6-hydroxy-1,2,4-triazolo[3,4-a]phthalazine (400 mg, 0.14 mmol) (prepared from Intermediate 7 using the procedure described in Example 15 part b) in N,N-dimethylformamide (20 ml) at 0° C. under nitrogen. The mixture was stirred at 0° C. for 3 h then water was added (6 ml) and the solvents evaporated in vacuo. The residue was taken up in water and acidified to pH 2 using 2M hydrochloric acid. The res... The reactants are O (water), C[O-].[Na+] (Sodium methoxide), ClC1=CC(=NO1)C1=NN=C2N1N=C(C1=CC=CC=C21)O (3-(5-chloroisoxazol-3-yl)-6-hydroxy-1,2,4-triazolo[3,4-a]phthalazine), FC1=C2C(=NN3C(C2=C(C=C1)F)=NN=C3C3=NOC(=C3)C)OCC3=NC=CC=C3 (7,10-Difluoro-3-[5-methylisoxazol-3-yl)-6-(2-pyridyl)methlyoxy-1,2,4-triazolo[3,4-a]phthalazine). Reaction conditions: time 8 hour. Reactants: C1(=CC=C(C=C1)S(=O)(=O)O)C (p-toluene sulfonic acid), C(C1=CC=CC=C1)(C1=CC=CC=C1)(C1=CC=CC=C1)NC=1SC=C(N1)C(C(=O)OCC)=NO (ethyl 2-(2-tritylamino-4-thiazolyl)-2-hydroxyimino-acetate), C1=CC=CC=C1 (benzene), O (water). Product: C(C1=CC=CC=C1)(C1=CC=CC=C1)(C1=CC=CC=C1)NC=1SC=C(N1)C(C(=O)OCC)=NOC1OCCCC1 (ethyl 2-(2-tritylamino-4-thiazolyl)-2-tetrahydropyranyloxyimino-acetate). As a reaction SMILES: [C:1]1(C)C=[CH:5][C:4](S(O)(=O)=O)=[CH:3][CH:2]=1.[C:12]([NH:31][C:32]1[S:33][CH:34]=[C:35]([C:37](=[N:43][OH:44])[C:38]([O:40][CH2:41][CH3:42])=[O:39])[N:36]=1)([C:25]1[CH:30]=[CH:29][CH:28]=[CH:27][CH:26]=1)([C:19]1[CH:24]=[CH:23][CH:22]=[CH:21][CH:20]=1)[C:13]1[CH:18]=[CH:17][CH:16]=[CH:15][CH:14]=1.C1C=CC=CC=1.[OH2:51]>O1C=CCCC1.C(N(CC)CC)C>[C:12]([NH:31][C:32]1[S:33][CH:34]=[C:35]([C:37](=[N:43][O:44][CH:5]2[CH2:4][CH2:3][CH2:2][CH2:1][O:51]2)[C:38]([O:40][CH2:41][CH3:42])=[O:39])[N:36]=1)([C:25]1[CH:30]=[CH:29][CH:28]=[CH:27][CH:26]=1)([C:19]1[CH:20]=[CH:21][CH:22]=[CH:23][CH:24]=1)[C:13]1[CH:18]=[CH:17][CH:16]=[CH:15][CH:14]=1. Run in O1CCCC=C1 (dihydropyran), C(C)N(CC)CC (triethylamine). Procedure: 2.4 g of p-toluene sulfonic acid were added to a mixture of 5.6 g of the product of Step A in 56 ml of redistilled dihydropyran in an ice bath and the mixture was then stirred for an hour while the temperature returned to room temperature. The mixture was poured into a mixture of 100 ml of benzene, 100 ml of water and 2 ml of triethylamine and the organic phase was decanted, was washed with water, dried and vacuum filtered. The filter was rinsed with benzene and the filtrate was evaporated to dr... Starting materials: CCOCC, CC(OC(=N)C(Cl)(Cl)Cl)c1cc(Cl)cc2c(C#N)cn(COCC[Si](C)(C)C)c12, ClCCl, CC(C)(C)OC(=O)N1CCC(CO)(c2ccc(F)cc2)CC1, F[B-](F)(F)F, [H+]. Product: CC(OCC1(c2ccc(F)cc2)CCN(C(=O)OC(C)(C)C)CC1)c1cc(Cl)cc2c(C#N)cn(COCC[Si](C)(C)C)c12. RXN SMILES: [CH2:1]([O:2][CH2:3][CH3:4])[CH3:5].[Cl:12][C:13]([Cl:14])([Cl:15])[C:38](=[NH:39])[O:40][CH:16]([CH3:17])[c:18]1[cH:19][c:20]([Cl:37])[cH:21][c:22]2[c:23]([C:35]#[N:36])[cH:24][n:25]([CH2:27][O:28][CH2:29][CH2:30][Si:31]([CH3:32])([CH3:33])[CH3:34])[c:26]12.[Cl:63][CH2:64][Cl:65].[F:41][c:42]1[cH:43][cH:44][c:45]([C:48]2([CH2:61][OH:62])[CH2:49][CH2:50][N:51]([C:54](=[O:55])[O:56][C:57]([CH3:58])([CH3:59])[CH3:60])[CH2:52][CH2:53]2)[cH:46][cH:47]1.[F:6][B-:7]([F:8])([F:9])[F:10].[H+:11]>>[CH:16]([CH3:17])([c:18]1[cH:19][c:20]([Cl:37])[cH:21][c:22]2[c:23]([C:35]#[N:36])[cH:24][n:25]([CH2:27][O:28][CH2:29][CH2:30][Si:31]([CH3:32])([CH3:33])[CH3:34])[c:26]12)[O:62][CH2:61][C:48]1([c:45]2[cH:44][cH:43][c:42]([F:41])[cH:47][cH:46]2)[CH2:49][CH2:50][N:51]([C:54](=[O:55])[O:56][C:57]([CH3:58])([CH3:59])[CH3:60])[CH2:52][CH2:53]1.